The task is: describe an organic reaction: reactants, conditions, products, and yield. This data is from the Open Reaction Database (ORD), a public repository of structured organic reaction records. The reactants are NC1=C(C=CC(=C1)Cl)S (2-Amino-4-chlorothiophenol), N1=CC=C(C=C1)C=O (4-pyridine carboxaldehyde). Yields the product ClC=1C=CC2=C(N=C(S2)C2=CC=NC=C2)C1 (4-(5-Chlorobenzothiazol-2-yl)pyridine). The yield is 18.2%. Reaction SMILES: [NH2:1][C:2]1[CH:7]=[C:6]([Cl:8])[CH:5]=[CH:4][C:3]=1[SH:9].[N:10]1[CH:15]=[CH:14][C:13]([CH:16]=O)=[CH:12][CH:11]=1>>[Cl:8][C:6]1[CH:5]=[CH:4][C:3]2[S:9][C:16]([C:13]3[CH:14]=[CH:15][N:10]=[CH:11][CH:12]=3)=[N:1][C:2]=2[CH:7]=1. Procedure: 2-Amino-4-chlorothiophenol (6.5 g, 0.04 mol) and 4-pyridine carboxaldehyde (4.4. g, 0.04 mol) were reacted as exemplified in Example 7 step 1, to afford the title compound as a brown solid (1.8 g, 20%). δH (CDCl3), 7.44 (1H, m, ArH), 7.86 (1H, m, ArH), 7.92 (2H, m, ArH), 8.08 (1H, s, ArH), 8.78 (2H, m, ArH). m/z (ES+) 247 (M+1)+. Reactants: ClC=1C2=C(N(C(CN1)=O)C)C=CC(=C2)C2=CC=CC=C2 (5-chloro-1-methyl-7-phenyl-1,3-dihydro-benzo[e][1,4]diazepin-2-one), C(=O)C=1C=C(C=CC1)B(O)O (3-formylbenzene boronic acid), COC=1C=C(C=CC1OC)B(O)O (3,4-dimethoxyphenyl boronic acid). Product: COC=1C=C(C=CC1OC)C=1C2=C(N(C(CN1)=O)C)C=CC(=C2)C2=CC=CC=C2 (5-(3,4-Dimethoxy-phenyl)-1-methyl-7-phenyl-1,3-dihydro-benzo[e][1,4]diazepin-2-one). Yield: 59.0%. Reaction SMILES: Cl[C:2]1[C:3]2[CH:14]=[C:13]([C:15]3[CH:20]=[CH:19][CH:18]=[CH:17][CH:16]=3)[CH:12]=[CH:11][C:4]=2[N:5]([CH3:10])[C:6](=[O:9])[CH2:7][N:8]=1.C(C1C=C(B(O)O)C=CC=1)=O.[CH3:32][O:33][C:34]1[CH:35]=[C:36](B(O)O)[CH:37]=[CH:38][C:39]=1[O:40][CH3:41]>>[CH3:32][O:33][C:34]1[CH:35]=[C:36]([C:2]2[C:3]3[CH:14]=[C:13]([C:15]4[CH:20]=[CH:19][CH:18]=[CH:17][CH:16]=4)[CH:12]=[CH:11][C:4]=3[N:5]([CH3:10])[C:6](=[O:9])[CH2:7][N:8]=2)[CH:37]=[CH:38][C:39]=1[O:40][CH3:41]. Procedure details: Prepared from 5-chloro-1-methyl-7-phenyl-1,3-dihydro-benzo[e][1,4]diazepin-2-one using the same method described for Example 9 and instead of using 3-formylbenzene boronic acid, we used 3,4-dimethoxyphenyl boronic acid. The title compound (88 mg) was obtained as a pale yellow solid, (yield=59%). Starting materials: ClC(C(=O)Cl)(Cl)Cl (trichloroacetyl chloride), C(C1=CC=CC=C1)OCC=C (allyl benzyl ether), [Cl-].[NH4+] (ammonium chloride), C(O)([O-])=O.[Na+] (sodium hydrogencarbonate). The reagents and catalysts are [Cu].[Zn] (zinc copper couple), [Zn] (zinc). The solvent is C(OC)COC (dimethoxyethane), CCCCCCC.C(C)(=O)OCC (n-heptane ethyl acetate), C(C)OCC (diethyl ether). The product is C(C1=CC=CC=C1)OCC1CC(C1)=O (3-[(Benzyloxy)methyl]cyclobutanone). The yield is 50.5%. RXN SMILES: [CH2:1]([O:8][CH2:9][CH:10]=[CH2:11])[C:2]1[CH:7]=[CH:6][CH:5]=[CH:4][CH:3]=1.Cl[C:13](Cl)(Cl)[C:14](Cl)=[O:15].C(=O)([O-])O.[Na+].[Cl-].[NH4+]>[Cu].[Zn].[Zn].CCCCCCC.C(OCC)(=O)C.C(COC)OC.C(OCC)C>[CH2:1]([O:8][CH2:9][CH:10]1[CH2:13][C:14](=[O:15])[CH2:11]1)[C:2]1[CH:7]=[CH:6][CH:5]=[CH:4][CH:3]=1 |f:2.3,4.5,6.7,9.10|. Reported procedure: To a diethyl ether (100 mL) solution of allyl benzyl ether (11.1 g, 75.0 mmol), was added zinc copper couple (74.5 g, 33.0 mmol) while stirring at room temperature, a dimethoxyethane (100 mL) solution of trichloroacetyl chloride (43.6 mL, 375 mmol) was added dropwise, and the mixture was stirred at mom temperature for six hours. The reaction mixture was poured into ice-cooled aqueous sodium hydrogencarbonate (500 mL), extracted with ethyl acetate, and dried over anhydrous magnesium sulfate. The ... Starting materials: NC1=NC=C(C=C1)Cl (2-amino-5-chloropyridine), ClC=1C(C2=CC=CC(=C2C(C1Cl)=O)[N+](=O)[O-])=O (2,3-dichloro-1,4-dihydro-1,4-dioxo-5-nitronaphthalene). The solvent is C(C)O (ethanol). Yields the product ClC=1C=CC=2N(C1)C1=C(N2)C(C=2C(=CC=CC2C1=O)[N+](=O)[O-])=O (2-chloro-6,11-dihydro-6,11-dioxo-7-nitronaphtho[2',3':4,5]imidazo[1,2-a]-pyridine). Yield: 7.2%. Reaction SMILES: [NH2:1][C:2]1[CH:7]=[CH:6][C:5]([Cl:8])=[CH:4][N:3]=1.Cl[C:10]1[C:11](=[O:25])[C:12]2[C:17]([C:18](=[O:21])[C:19]=1Cl)=[C:16]([N+:22]([O-:24])=[O:23])[CH:15]=[CH:14][CH:13]=2>C(O)C>[Cl:8][C:5]1[CH:6]=[CH:7][C:2]2[N:3]([C:10]3[C:11](=[O:25])[C:12]4[CH:13]=[CH:14][CH:15]=[C:16]([N+:22]([O-:24])=[O:23])[C:17]=4[C:18](=[O:21])[C:19]=3[N:1]=2)[CH:4]=1. Procedure details: 2.50 g (19.0 mmol) of 2-amino-5-chloropyridine are added to a solution of 2.50 g (11.0 mmol) of 2,3-dichloro-1,4-dihydro-1,4-dioxo-5-nitronaphthalene in 500 mL of ethanol. This mixture is heated to reflux for 62 h and 50 min. The solution passes from yellow to claret-colored, then to orange. After cooling, the reaction mixture is filtered. The precipitate is washed with ethanol, then dried in an oven for 20 h. The precipitate obtained is recrystallized in 650 mL of ethanol. This precipitate is p... The reactants are O=C1CCC(=O)N1Br, ClCCl, OCCCc1cccc(C(F)(F)F)c1, c1ccc(P(c2ccccc2)c2ccccc2)cc1. The product is FC(F)(F)c1cccc(CCCBr)c1. Reaction SMILES: [Br:34][N:35]1[C:36](=[O:37])[CH2:38][CH2:39][C:40]1=[O:41].[CH2:42]([Cl:43])[Cl:44].[F:1][C:2]([c:3]1[cH:4][c:5]([CH2:9][CH2:10][CH2:11][OH:12])[cH:6][cH:7][cH:8]1)([F:13])[F:14].[c:15]1([P:16]([c:17]2[cH:18][cH:19][cH:20][cH:21][cH:22]2)[c:23]2[cH:24][cH:25][cH:26][cH:27][cH:28]2)[cH:29][cH:30][cH:31][cH:32][cH:33]1>>[F:1][C:2]([c:3]1[cH:4][c:5]([CH2:9][CH2:10][CH2:11][Br:34])[cH:6][cH:7][cH:8]1)([F:13])[F:14].